Dataset: the Open Reaction Database (ORD), a public repository of structured organic reaction records. Task: describe an organic reaction: reactants, conditions, products, and yield Starting materials: N1CCOCC1 (Morpholine), C=O (formaldehyde), C(C)(=O)O (acetic acid), N1C=CC=2C(=CC=CC12)C=O (4-indolcarboxaldehyde). Solvent: O (water). Run at temperature 0 celsius, time 5 minute. Yields the product O1CCN(CC1)CC1=CNC=2C=CC=C(C12)C=O (3-morpholinomethyl-4-indolcarboxaldehyde). Reaction SMILES: [NH:1]1[CH2:6][CH2:5][O:4][CH2:3][CH2:2]1.C=O.[C:9](O)(=O)C.[NH:13]1[C:21]2[CH:20]=[CH:19][CH:18]=[C:17]([CH:22]=[O:23])[C:16]=2[CH:15]=[CH:14]1>O>[O:4]1[CH2:5][CH2:6][N:1]([CH2:9][C:15]2[C:16]3[C:17]([CH:22]=[O:23])=[CH:18][CH:19]=[CH:20][C:21]=3[NH:13][CH:14]=2)[CH2:2][CH2:3]1. Procedure: Morpholine (0.24 ml, 2.7 mmol) and formaldehyde (37% aq; 0.21 ml, 2.7 mmol) were added to glacial acetic acid (3 ml) at 0° C. After stirring for 15 minutes 4-indolcarboxaldehyde (0.27 g, 1.9 mmol) was added. The mixture was stirred 5 minutes at 0° C. and then 3½h at room temperature, prior to the addition of water (6 ml) and washing with ether. The aqueous layer was made alkaline with 2N NaOH and then extracted with dichloromethane. The combined organic extracts were washed with brine, dried ove...